The task is: describe an organic reaction: reactants, conditions, products, and yield. This data is from the Open Reaction Database (ORD), a public repository of structured organic reaction records. The reactants are ClC=1C=C(C=CC1Cl)[C@@]1(CCN(CCO1)C(=O)OC(C)(C)C)CO (tert-butyl (7S)-7-(3,4-dichlorophenyl)-7-(hydroxymethyl)-1,4-oxazepane-4-carboxylate), BrCCO[Si](C)(C)C(C)(C)C ((2-bromoethoxy)(tert-butyl)dimethylsilane). Yields the product Cl.ClC=1C=C(C=CC1Cl)[C@@]1(CCNCCO1)COCCO (2-{[(7S)-7-(3,4-dichlorophenyl)-1,4-oxazepan-7-yl]methoxy}ethanol monohydrochloride). RXN SMILES: [Cl:1][C:2]1[CH:3]=[C:4]([C@@:9]2([CH2:23][OH:24])[O:15][CH2:14][CH2:13][N:12](C(OC(C)(C)C)=O)[CH2:11][CH2:10]2)[CH:5]=[CH:6][C:7]=1[Cl:8].Br[CH2:26][CH2:27][O:28][Si](C(C)(C)C)(C)C>>[ClH:1].[Cl:1][C:2]1[CH:3]=[C:4]([C@@:9]2([CH2:23][O:24][CH2:26][CH2:27][OH:28])[O:15][CH2:14][CH2:13][NH:12][CH2:11][CH2:10]2)[CH:5]=[CH:6][C:7]=1[Cl:8] |f:2.3|. Procedure: Using tert-butyl (7S)-7-(3,4-dichlorophenyl)-7-(hydroxymethyl)-1,4-oxazepane-4-carboxylate and (2-bromoethoxy)(tert-butyl)dimethylsilane, and by a method similar to that of Example 363, step B and Example 39, step B, the title compound was obtained.